Dataset: the Open Reaction Database (ORD), a public repository of structured organic reaction records. Task: describe an organic reaction: reactants, conditions, products, and yield Starting materials: CCOC=1C=CC=CC1OCCN[C@H](C)CC=2C=CC(=C(C2)S(=O)(=O)N)OC.Cl (tamsulosin hydrochloride), [OH-].[Na+] (sodium hydroxide), O (water). Run in CO (methanol). Product: CCOC=1C=CC=CC1OCCN[C@H](C)CC=2C=CC(=C(C2)S(=O)(=O)N)OC (Tamsulosin). As a reaction SMILES: [CH3:1][CH2:2][O:3][C:4]1[CH:5]=[CH:6][CH:7]=[CH:8][C:9]=1[O:10][CH2:11][CH2:12][NH:13][C@@H:14]([CH2:16][C:17]1[CH:18]=[CH:19][C:20]([O:27][CH3:28])=[C:21]([S:23]([NH2:26])(=[O:25])=[O:24])[CH:22]=1)[CH3:15].Cl.[OH-].[Na+].O>CO>[CH3:1][CH2:2][O:3][C:4]1[CH:5]=[CH:6][CH:7]=[CH:8][C:9]=1[O:10][CH2:11][CH2:12][NH:13][C@@H:14]([CH2:16][C:17]1[CH:18]=[CH:19][C:20]([O:27][CH3:28])=[C:21]([S:23]([NH2:26])(=[O:25])=[O:24])[CH:22]=1)[CH3:15] |f:0.1,2.3|. Reported procedure: The crystals obtained in step d) were suspended in methanol (1 100 ml), the mixture was heated to reflux and sodium hydroxide solution (2M, 440 ml) was gradually added followed by water (350 ml). The mixture was cooled down to 10–15° C. Formed crystals were filtered and washed on filter with methanol (150 ml) and water (150 ml) mixture. Crystals were dried at 50° C. to give 340 g of product. The reactants are C(C1=CC=CC=C1)(=O)Cl (benzoyl chloride), ClC1=C(N)C=CC=C1C (2-chloro-3-methyl-aniline), 30772h, C([O-])([O-])=O.[K+].[K+] (potassium carbonate). Run in C1(=CC=CC=C1)C (toluene). Yields the product ClC1=C(NC(C2=CC=CC=C2)=O)C=CC=C1C (2'-Chloro-3'-methyl-benzanilide). Reaction SMILES: [Cl:1][C:2]1[C:8]([CH3:9])=[CH:7][CH:6]=[CH:5][C:3]=1[NH2:4].C(=O)([O-])[O-].[K+].[K+].[C:16](Cl)(=[O:23])[C:17]1[CH:22]=[CH:21][CH:20]=[CH:19][CH:18]=1>C1(C)C=CC=CC=1>[Cl:1][C:2]1[C:8]([CH3:9])=[CH:7][CH:6]=[CH:5][C:3]=1[NH:4][C:16](=[O:23])[C:17]1[CH:22]=[CH:21][CH:20]=[CH:19][CH:18]=1 |f:1.2.3|. Procedure: 57 g (0.4 mol) of 2-chloro-3-methyl-aniline [CA 89, 30772h) were dissolved in 1.5 1 of toluene, 55 g of potassium carbonate were added and 62 g (0.4 mol) of benzoyl chloride were added dropwise at 80° C. After reaction is complete, the solid was filtered off in the cold and washed with water, and the filtrate was dried. After concentrating and triturating with petroleum ether 98 g of product (100%) crystallized. The reactants are O=C(NCC1NCC2CC21)C(F)(F)F, Cc1cccc(-c2sccc2C(=O)O)c1. Yields the product Cc1cccc(-c2sccc2C(=O)N2CC3CC3C2CNC(=O)C(F)(F)F)c1. RXN SMILES: [CH:1]12[CH:2]([CH2:7][NH:8][C:9]([C:10]([F:11])([F:12])[F:13])=[O:14])[NH:3][CH2:4][CH:5]1[CH2:6]2.[c:15]1([CH3:29])[cH:16][c:17](-[c:21]2[s:22][cH:23][cH:24][c:25]2[C:26](=[O:27])[OH:28])[cH:18][cH:19][cH:20]1>>[CH:1]12[CH:2]([CH2:7][NH:8][C:9]([C:10]([F:11])([F:12])[F:13])=[O:14])[N:3]([C:26]([c:25]3[c:21](-[c:17]4[cH:16][c:15]([CH3:29])[cH:20][cH:19][cH:18]4)[s:22][cH:23][cH:24]3)=[O:27])[CH2:4][CH:5]1[CH2:6]2. Starting materials: C(=O)(N1C=NC=C1)N1C=NC=C1 (1,1'-Carbonyldiimidazole), BrC1=C(OC2=C1C=C(C=C2)CN2C(=NC(=C2C(=O)O)C2CC2)CC)C2=C(C=CC=C2)NS(=O)(=O)C(F)(F)F (1-[[3-Bromo-2-[2-[[(trifluoromethyl)sulphonyl]amino]phenyl]-5-benzofuranyl]methyl]-4-cyclopropyl-2-ethyl-1H-imidazole-5-carboxylic Acid). Solvent: C1CCOC1 (THF). Reaction conditions: time 16 hour. The product is BrC1=C(OC2=C1C=C(C=C2)CN2C(=NC(=C2C(=O)N)C2CC2)CC)C2=C(C=CC=C2)NS(=O)(=O)C(F)(F)F (1-[[3-Bromo-2-[2-[[(trifluoromethyl)sulphonyl]amino]phenyl]-5-benzofuranyl]methyl]-4-cyclopropyl-2-ethyl-1H-imidazole-5-carboxamide). The yield is 100.2%. RXN SMILES: C(N1C=CN=C1)([N:3]1C=CN=C1)=O.[Br:13][C:14]1[C:18]2[CH:19]=[C:20]([CH2:23][N:24]3[C:28]([C:29]([OH:31])=O)=[C:27]([CH:32]4[CH2:34][CH2:33]4)[N:26]=[C:25]3[CH2:35][CH3:36])[CH:21]=[CH:22][C:17]=2[O:16][C:15]=1[C:37]1[CH:42]=[CH:41][CH:40]=[CH:39][C:38]=1[NH:43][S:44]([C:47]([F:50])([F:49])[F:48])(=[O:46])=[O:45]>C1COCC1>[Br:13][C:14]1[C:18]2[CH:19]=[C:20]([CH2:23][N:24]3[C:28]([C:29]([NH2:3])=[O:31])=[C:27]([CH:32]4[CH2:33][CH2:34]4)[N:26]=[C:25]3[CH2:35][CH3:36])[CH:21]=[CH:22][C:17]=2[O:16][C:15]=1[C:37]1[CH:42]=[CH:41][CH:40]=[CH:39][C:38]=1[NH:43][S:44]([C:47]([F:49])([F:48])[F:50])(=[O:45])=[O:46]. Reported procedure: 1,1'-Carbonyldiimidazole (14.3 g) was added in one portion to a solution of the product of Example 5 (18 g) in dry THF (600 ml) at room temperature under nitrogen. The mixture was stirred for 16 h, then ammonia was bubbled through the solution for 30 mins, and the mixture then stirred for 5 h. Ammonia was again bubbled through the reaction mixture for 30 mins, and the solution stirred for a further 16 h. The reaction mixture was diluted with ethyl acetate (1 liter) and cooled in an ice-bath. Col... Starting materials: FC(C=1C=C(CBr)C=CC1)(F)F (3-trifluoromethylbenzyl bromide), CN1C=NC=C1 (1-methylimidazole), C(C)OCC (diethyl ether). Solvent: ClCCCl (1,2-dichloroethane). Yields the product [Br-].C[N+]1=CN(C=C1)CC1=CC(=CC=C1)C(F)(F)F (1-methyl-3-(3-trifluoromethylbenzyl)imidazolium bromide). Yield: 55.9%. RXN SMILES: [CH3:1][N:2]1[CH:6]=[CH:5][N:4]=[CH:3]1.[F:7][C:8]([F:18])([F:17])[C:9]1[CH:10]=[C:11]([CH:14]=[CH:15][CH:16]=1)[CH2:12][Br:13].C(OCC)C>ClCCCl>[Br-:13].[CH3:1][N+:2]1[CH:6]=[CH:5][N:4]([CH2:12][C:11]2[CH:14]=[CH:15][CH:16]=[C:9]([C:8]([F:7])([F:17])[F:18])[CH:10]=2)[CH:3]=1 |f:4.5|. Reported procedure: In a 25 ml one-necked flask, 1.4 g (17.05 mmol) of 1-methylimidazole are dissolved in 15 ml of 1,2-dichloroethane and then 4.89 g (20.46 mmol) of 3-trifluoromethylbenzyl bromide are added. After heating overnight at 80°, 50 ml of diethyl ether are added. The oil, which is then separated by decantation, is crystallized from a mixture of ethyl acetate and tetrahydrofuran (2/1 by volume). The crystals thus obtained are drained and then dried under reduced pressure. 3.06 g (56%) of 1-methyl-3-(3-tri... Reactants: [Br-], C[P+](c1ccccc1)(c1ccccc1)c1ccccc1, CC(C)(C)[O-], CCOC(C)=O, O=Cc1cccc2cc[nH]c12, [K+], C1CCOC1. Product: C=Cc1cccc2cc[nH]c12. As a reaction SMILES: [Br-:18].[CH3:19][P+:20]([c:21]1[cH:22][cH:23][cH:24][cH:25][cH:26]1)([c:27]1[cH:28][cH:29][cH:30][cH:31][cH:32]1)[c:33]1[cH:34][cH:35][cH:36][cH:37][cH:38]1.[CH3:1][C:2]([CH3:3])([O-:4])[CH3:5].[CH3:44][CH2:45][O:46][C:47](=[O:48])[CH3:49].[CH:7](=[O:8])[c:9]1[cH:10][cH:11][cH:12][c:13]2[cH:14][cH:15][nH:16][c:17]12.[K+:6].[O:39]1[CH2:40][CH2:41][CH2:42][CH2:43]1>>[CH2:1]=[CH:7][c:9]1[cH:10][cH:11][cH:12][c:13]2[cH:14][cH:15][nH:16][c:17]12. The reactants are C1CCOC1, Cc1cc(Nc2ncc3c(n2)CCN(c2cc([N+](=O)[O-])ccc2C)C3=O)ccc1N1CCN(C)CC1, CO. Yields the product Cc1cc(Nc2ncc3c(n2)CCN(c2cc(N)ccc2C)C3=O)ccc1N1CCN(C)CC1. RXN SMILES: [CH2:37]1[O:38][CH2:39][CH2:40][CH2:41]1.[CH3:1][c:2]1[cH:3][c:4]([NH:15][c:16]2[n:17][cH:18][c:19]3[c:20]([n:21]2)[CH2:22][CH2:23][N:24]([c:27]2[c:28]([CH3:36])[cH:29][cH:30][c:31]([N+:33]([O-:34])=[O:35])[cH:32]2)[C:25]3=[O:26])[cH:5][cH:6][c:7]1[N:8]1[CH2:9][CH2:10][N:11]([CH3:14])[CH2:12][CH2:13]1.[CH3:42][OH:43]>>[CH3:1][c:2]1[cH:3][c:4]([NH:15][c:16]2[n:17][cH:18][c:19]3[c:20]([n:21]2)[CH2:22][CH2:23][N:24]([c:27]2[c:28]([CH3:36])[cH:29][cH:30][c:31]([NH2:33])[cH:32]2)[C:25]3=[O:26])[cH:5][cH:6][c:7]1[N:8]1[CH2:9][CH2:10][N:11]([CH3:14])[CH2:12][CH2:13]1. Reactants: CI (Methyl iodide), C([O-])(O)=O.[Na+] (sodium bicarbonate), NC1=CC=C(C=C1)S(=O)(=O)NC=1C=C2C=CNC2=CC1Br (4-Amino-N-(6-bromo-1H-indol-5-yl)-benzenesulfonamide), C[Si](C)(C)[N-][Si](C)(C)C.[Na+] (NaHMDS), CN(C)C=O (DMF). The solvent is CO.ClCCl (MeOH dichloromethane), CO.ClCCl (MeOH dichloromethane). Conditions: time 20 minute. The product is NC1=CC=C(C=C1)S(=O)(=O)N(C)C=1C=C2C=CN(C2=CC1Br)C (4-amino-N-(6-bromo-1-methyl-1H-indol-5-yl)-N-methyl-benzenesulfonamide), NC1=CC=C(C=C1)S(=O)(=O)N(C)C=1C=C2C=CNC2=CC1Br (4-amino-N-(6-bromo-1H-indol-5-yl)-N-methyl-benzenesulfonamide). Reaction SMILES: [NH2:1][C:2]1[CH:7]=[CH:6][C:5]([S:8]([NH:11][C:12]2[CH:13]=[C:14]3[C:18](=[CH:19][C:20]=2[Br:21])[NH:17][CH:16]=[CH:15]3)(=[O:10])=[O:9])=[CH:4][CH:3]=1.[CH3:22][Si]([N-][Si](C)(C)C)(C)C.[Na+].[CH3:32]I.C(=O)(O)[O-].[Na+].[CH3:39][N:40]([CH:42]=O)[CH3:41]>CO.ClCCl>[NH2:1][C:2]1[CH:7]=[CH:6][C:5]([S:8]([N:11]([C:12]2[CH:13]=[C:14]3[C:39](=[CH:19][C:20]=2[Br:21])[N:40]([CH3:41])[CH:42]=[CH:15]3)[CH3:32])(=[O:10])=[O:9])=[CH:4][CH:3]=1.[NH2:1][C:2]1[CH:7]=[CH:6][C:5]([S:8]([N:11]([C:12]2[CH:13]=[C:14]3[C:18](=[CH:19][C:20]=2[Br:21])[NH:17][CH:16]=[CH:15]3)[CH3:22])(=[O:10])=[O:9])=[CH:4][CH:3]=1 |f:1.2,4.5,7.8|. Reported procedure: To a DMF (6 mL) solution of 4-Amino-N-(6-bromo-1H-indol-5-yl)-benzenesulfonamide (750 mg, 2.05 mmol) was added NaHMDS (2.77 mL, 1M in THF) and stirred for 20 min at RT. Methyl iodide (0.153 mL, 2.46 mmol) was added in a single portion. After stirring for 2.5 hr at RT TLC analysis (10% MeOH/dichloromethane) shows two new less-polar products. The reaction mixture was poured into 75 mL of saturated sodium bicarbonate solution and extracted with EtOAc (2×50 mL). The organic layers were combined, was...